From a dataset of the Open Reaction Database (ORD), a public repository of structured organic reaction records. describe an organic reaction: reactants, conditions, products, and yield Reactants: CC([C@@H](C(=O)O)N1C(C2=CC(=CC=C2C1)C1=CC=C(C=C1)NS(=O)(=O)C1=CC=CC=C1)=O)C ((S)-3-Methyl-2-(1-oxo-6-(4-(phenylsulfonamido)phenyl)isoindolin-2-yl)butanoic acid), FC=1C=C(C=CC1F)S(=O)(=O)NC1=CC=C(C=C1)C1=CC=C2CN(C(C2=C1)=O)[C@H](C(=O)OC)C(C)C ((S)-Methyl 2-(6-(4-(3,4-difluorophenylsulfonamido)phenyl)-1-oxoisoindolin-2-yl)-3-methylbutanoate). Product: FC=1C=C(C=CC1F)S(=O)(=O)NC1=CC=C(C=C1)C1=CC=C2CN(C(C2=C1)=O)[C@H](C(=O)O)C(C)C ((S)-2-(6-(4-(3,4-Difluorophenylsulfonamido)phenyl)-1-oxoisoindolin-2-yl)-3-methylbutanoic acid). The yield is 96.0%. Reaction SMILES: CC(C)[C@H](N1CC2C(=CC(C3C=CC(NS(C4C=CC=CC=4)(=O)=O)=CC=3)=CC=2)C1=O)C(O)=O.[F:34][C:35]1[CH:36]=[C:37]([S:42]([NH:45][C:46]2[CH:51]=[CH:50][C:49]([C:52]3[CH:60]=[C:59]4[C:55]([CH2:56][N:57]([C@@H:62]([CH:67]([CH3:69])[CH3:68])[C:63]([O:65]C)=[O:64])[C:58]4=[O:61])=[CH:54][CH:53]=3)=[CH:48][CH:47]=2)(=[O:44])=[O:43])[CH:38]=[CH:39][C:40]=1[F:41]>>[F:34][C:35]1[CH:36]=[C:37]([S:42]([NH:45][C:46]2[CH:47]=[CH:48][C:49]([C:52]3[CH:60]=[C:59]4[C:55]([CH2:56][N:57]([C@@H:62]([CH:67]([CH3:69])[CH3:68])[C:63]([OH:65])=[O:64])[C:58]4=[O:61])=[CH:54][CH:53]=3)=[CH:50][CH:51]=2)(=[O:44])=[O:43])[CH:38]=[CH:39][C:40]=1[F:41]. Procedure details: The compound of example 82 was prepared analogous to compound of example 78 by hydrolysis of compound of example 81.